This data is from the Open Reaction Database (ORD), a public repository of structured organic reaction records. The task is: describe an organic reaction: reactants, conditions, products, and yield Starting materials: O=C([O-])O, O=C(Cl)Oc1ccccc1, ClCCl, [Na+], O, NCc1cccc(O)c1. As a reaction SMILES: [C:10](=[O:11])([O-:12])[OH:13].[Cl:15][C:16](=[O:17])[O:18][c:19]1[cH:20][cH:21][cH:22][cH:23][cH:24]1.[Cl:26][CH2:27][Cl:28].[Na+:14].[OH2:25].[OH:1][c:2]1[cH:3][c:4]([CH2:5][NH2:6])[cH:7][cH:8][cH:9]1>>[OH:1][c:2]1[cH:3][c:4]([CH2:5][NH:6][C:16](=[O:17])[O:18][c:19]2[cH:20][cH:21][cH:22][cH:23][cH:24]2)[cH:7][cH:8][cH:9]1. Yields the product O=C(NCc1cccc(O)c1)Oc1ccccc1. Reactants: BrBr (bromine), S(=S)(=O)([O-])[O-].[Na+].[Na+] (sodium thiosulphate), FC1=C(C=CC=C1)O (2-Fluorophenol), O (water). The solvent is C(=S)=S (carbon disulphide), C(=S)=S (carbon disulphide). Run at time 8 hour. The product is FC1=C(C=CC(=C1)Br)O (2-fluoro-4-bromophenol). RXN SMILES: [F:1][C:2]1[CH:7]=[CH:6][CH:5]=[CH:4][C:3]=1[OH:8].[Br:9]Br.O.S([O-])([O-])(=O)=S.[Na+].[Na+]>C(=S)=S>[F:1][C:2]1[CH:7]=[C:6]([Br:9])[CH:5]=[CH:4][C:3]=1[OH:8] |f:3.4.5|. Reported procedure: 2-Fluorophenol (56.03 g) was dissolved in carbon disulphide (100 ml). A solution of bromine (87.89 g) in carbon disulphide (30 ml) was added dropwise over a period of 5 hours with vigorous stirring. The mixture was allowed to stand overnight at room temperature, then was poured into water (80 ml). A saturated solution of sodium thiosulphate (200 ml) was added and the mixture shaken. The organic layer was separated, washed with saturated sodium bicarbonate solution (100 ml) and water (150 ml). Th... Reactants: CO, Nc1cc(Cl)c(-n2ccnc2)c(Cl)c1, ClCCl, O=C(O)c1ccc(F)c(OCc2cccnc2)c1, O=C(O)c1cccc(OCc2cncc3ccccc23)c1. Product: O=C(Nc1cc(Cl)c(-n2ccnc2)c(Cl)c1)c1ccc(F)c(OCc2cccnc2)c1. Reaction SMILES: [CH3:57][OH:58].[Cl:1][c:2]1[cH:3][c:4]([NH2:14])[cH:5][c:6]([Cl:13])[c:7]1-[n:8]1[cH:9][n:10][cH:11][cH:12]1.[Cl:54][CH2:55][Cl:56].[F:15][c:16]1[c:17]([O:25][CH2:26][c:27]2[cH:28][n:29][cH:30][cH:31][cH:32]2)[cH:18][c:19]([C:20](=[O:21])[OH:22])[cH:23][cH:24]1.[cH:33]1[c:34]2[c:35]([cH:36][cH:37][cH:38][cH:39]2)[c:40]([CH2:41][O:42][c:43]2[cH:44][c:45]([C:49]([OH:50])=[O:51])[cH:46][cH:47][cH:48]2)[cH:52][n:53]1>>[Cl:1][c:2]1[cH:3][c:4]([NH:14][C:20]([c:19]2[cH:18][c:17]([O:25][CH2:26][c:27]3[cH:28][n:29][cH:30][cH:31][cH:32]3)[c:16]([F:15])[cH:24][cH:23]2)=[O:21])[cH:5][c:6]([Cl:13])[c:7]1-[n:8]1[cH:9][n:10][cH:11][cH:12]1. The reactants are CC1=C(C(=CC=C1)C)NCC(=O)NN (alpha-(2,6-dimethylphenylamino)acethydrazide), C(C)(=O)OC(C)=O (acetic anhydride), ClCCl (dichloromethane). Run at temperature 25 celsius, time 16 hour. Yields the product CC(C(=O)NNC(C)=O)NC1=CC=CC=C1C (1-(2,6-dimethylphenylaminoacetyl)-2-acetyl hydrazine). RXN SMILES: C[C:2]1[CH:7]=[CH:6][CH:5]=[C:4]([CH3:8])[C:3]=1[NH:9][CH2:10][C:11]([NH:13][NH2:14])=[O:12].[C:15](OC(=O)C)(=[O:17])[CH3:16].Cl[CH2:23]Cl>>[CH3:23][CH:10]([NH:9][C:3]1[C:4]([CH3:8])=[CH:5][CH:6]=[CH:7][CH:2]=1)[C:11]([NH:13][NH:14][C:15](=[O:17])[CH3:16])=[O:12]. Procedure: To a stirred solution of 19.9 g (0.103 mol) alpha-(2,6-dimethylphenylamino)acethydrazide in 350 ml dichloromethane was added quickly 11.3 g (0.103 mol) acetic anhydride. A mild exotherm ensued. After being stirred at about 25° C. for about 16 hours, the reaction mixture was filtered to give 8.9 g of 1-(2,6-dimethylphenylaminoacetyl)-2-acetyl hydrazine, m.p. 148°-150° C. Reactants: Cc1nc2cc3c(cc2[nH]1)C1CC3CN(C(=O)OC(C)(C)C)C1, CS(C)=O, CO, ClCCl, CCCI, [Na+], [OH-], O. Product: CCCn1c(C)nc2cc3c(cc21)C1CC3CN(C(=O)OC(C)(C)C)C1. Reaction SMILES: [C:1]([CH3:2])([CH3:3])([CH3:4])[O:5][C:6](=[O:7])[N:8]1[CH2:9][CH:10]2[c:11]3[cH:12][c:13]4[nH:14][c:15]([CH3:23])[n:16][c:17]4[cH:18][c:19]3[CH:20]([CH2:21]1)[CH2:22]2.[CH3:24][S:25]([CH3:26])=[O:27].[CH3:35][OH:36].[Cl:37][CH2:38][Cl:39].[I:28][CH2:29][CH2:30][CH3:31].[Na+:34].[OH-:33].[OH2:32]>>[C:1]([CH3:2])([CH3:3])([CH3:4])[O:5][C:6](=[O:7])[N:8]1[CH2:9][CH:10]2[c:11]3[cH:12][c:13]4[n:14][c:15]([CH3:23])[n:16]([CH2:29][CH2:30][CH3:31])[c:17]4[cH:18][c:19]3[CH:20]([CH2:21]1)[CH2:22]2.